Dataset: the Open Reaction Database (ORD), a public repository of structured organic reaction records. Task: describe an organic reaction: reactants, conditions, products, and yield Reaction SMILES: [N:1]1[C:10]2[C:5](=[CH:6][CH:7]=[CH:8][CH:9]=2)[CH:4]=[CH:3][C:2]=1[C:11]([NH:13][C@H:14]([C:19]([OH:21])=O)[CH2:15][C:16](=[O:18])[NH2:17])=[O:12].[OH:22][C@H:23]([C@@H:41]([NH2:49])[CH2:42][C:43]1[CH:48]=[CH:47][CH:46]=[CH:45][CH:44]=1)[CH2:24][N:25]([CH2:34][C:35]1[CH:40]=[CH:39][CH:38]=[CH:37][CH:36]=1)[NH:26][C:27]([O:29][C:30]([CH3:33])([CH3:32])[CH3:31])=[O:28].C1C=CC2N(O)N=NC=2C=1.C1CCC(N=C=NC2CCCCC2)CC1.CN1CCOCC1>C1COCC1>[OH:22][C@H:23]([C@@H:41]([NH:49][C:19](=[O:21])[C@H:14]([CH2:15][C:16](=[O:18])[NH2:17])[NH:13][C:11]([C:2]1[CH:3]=[CH:4][C:5]2[C:10](=[CH:9][CH:8]=[CH:7][CH:6]=2)[N:1]=1)=[O:12])[CH2:42][C:43]1[CH:44]=[CH:45][CH:46]=[CH:47][CH:48]=1)[CH2:24][N:25]([CH2:34][C:35]1[CH:40]=[CH:39][CH:38]=[CH:37][CH:36]=1)[NH:26][C:27]([O:29][C:30]([CH3:33])([CH3:31])[CH3:32])=[O:28]. Reactants: N1=C(C=CC2=CC=CC=C12)C(=O)N[C@@H](CC(N)=O)C(=O)O (quinoline-2-carbonyl-(L)-asparagine), O[C@@H](CN(NC(=O)OC(C)(C)C)CC1=CC=CC=C1)[C@H](CC1=CC=CC=C1)N (1-[2(S)-hydroxy-3(S)-amino-4-phenyl-butyl]-1-[phenylmethyl]-2-[tert-butoxycarbonyl]-hydrazine), C=1C=CC2=C(C1)N=NN2O (HOBT), C1CCC(CC1)N=C=NC2CCCCC2 (DCC), CN1CCOCC1 (NMM). Reported procedure: At 0° C., 3.84 g (13.4 mmol) of quinoline-2-carbonyl-(L)-asparagine (hydrochloride salt) (Example 100A) b)) are added to 4.69 g (12.2 mmol) of 1-[2(S)-hydroxy-3(S)-amino-4-phenyl-butyl]-1-[phenylmethyl]-2-[tert-butoxycarbonyl]-hydrazine in 250 ml of THF. 2.18 g (13.4 mmol) of HOBT, 2.76 g (13.4 mmol) of DCC and 2.14 ml (19.5 mmol) of NMM are added to the suspension which is then stirred for 30 min at 0° C. and for 17 h at RT. The reaction mixture is filtered and the filtrate is concentrated by e... The solvent is C1CCOC1 (THF). The product is O[C@@H](CN(NC(=O)OC(C)(C)C)CC1=CC=CC=C1)[C@H](CC1=CC=CC=C1)NC([C@@H](NC(=O)C1=NC2=CC=CC=C2C=C1)CC(N)=O)=O (1-[2(S)-Hydroxy-3(S)-(N-(quinoline-2-carbonyl)-(L)-asparaginyl)amino-4-phenyl-butyl]1-[phenylmethyl]-2-[tert-butoxycarbonyl]-hydrazine). Conditions: temperature 0 celsius, time 17 hour. Reactants: COc1ccc(Oc2c(C)cc(-n3ncc(=O)n(COCC[Si](C)(C)C)c3=O)cc2C)cc1Br, [Na+], [Na+], O=C([O-])[O-], CN(C)C=O, O, OB(O)c1ccccc1, [Pd], c1ccc(P(c2ccccc2)c2ccccc2)cc1, c1ccc(P(c2ccccc2)c2ccccc2)cc1, c1ccc(P(c2ccccc2)c2ccccc2)cc1, c1ccc(P(c2ccccc2)c2ccccc2)cc1. The product is COc1ccc(Oc2c(C)cc(-n3ncc(=O)n(COCC[Si](C)(C)C)c3=O)cc2C)cc1-c1ccccc1. RXN SMILES: [Br:1][c:2]1[cH:3][c:4]([O:5][c:6]2[c:7]([CH3:29])[cH:8][c:9](-[n:13]3[n:14][cH:15][c:16](=[O:28])[n:17]([CH2:20][O:21][CH2:22][CH2:23][Si:24]([CH3:25])([CH3:26])[CH3:27])[c:18]3=[O:19])[cH:10][c:11]2[CH3:12])[cH:30][cH:31][c:32]1[O:33][CH3:34].[Na+:44].[Na+:45].[O-:46][C:47](=[O:48])[O-:49].[O:50]=[CH:51][N:52]([CH3:53])[CH3:54].[OH2:55].[OH:35][B:36]([OH:37])[c:38]1[cH:39][cH:40][cH:41][cH:42][cH:43]1.[Pd:56].[c:114]1([P:115]([c:116]2[cH:117][cH:118][cH:119][cH:120][cH:121]2)[c:122]2[cH:123][cH:124][cH:125][cH:126][cH:127]2)[cH:128][cH:129][cH:130][cH:131][cH:132]1.[c:57]1([P:58]([c:59]2[cH:60][cH:61][cH:62][cH:63][cH:64]2)[c:65]2[cH:66][cH:67][cH:68][cH:69][cH:70]2)[cH:71][cH:72][cH:73][cH:74][cH:75]1.[c:76]1([P:77]([c:78]2[cH:79][cH:80][cH:81][cH:82][cH:83]2)[c:84]2[cH:85][cH:86][cH:87][cH:88][cH:89]2)[cH:90][cH:91][cH:92][cH:93][cH:94]1.[c:95]1([P:96]([c:97]2[cH:98][cH:99][cH:100][cH:101][cH:102]2)[c:103]2[cH:104][cH:105][cH:106][cH:107][cH:108]2)[cH:109][cH:110][cH:111][cH:112][cH:113]1>>[c:2]1(-[c:38]2[cH:39][cH:40][cH:41][cH:42][cH:43]2)[cH:3][c:4]([O:5][c:6]2[c:7]([CH3:29])[cH:8][c:9](-[n:13]3[n:14][cH:15][c:16](=[O:28])[n:17]([CH2:20][O:21][CH2:22][CH2:23][Si:24]([CH3:25])([CH3:26])[CH3:27])[c:18]3=[O:19])[cH:10][c:11]2[CH3:12])[cH:30][cH:31][c:32]1[O:33][CH3:34]. Reactants: FC(F)(F)c1ccc(C(=O)CBr)cc1, C#CCCCCC=O, Cc1cccc(C)n1. Reagents/catalysts: C1COCCN1, F[P](F)(F)(F)(F)F.CC(C)(C)C1=CC=[N@H]2C(=C1)C3=CC(=CC=[N@@H]3[Ir]2456c7cc(F)cc(F)c7C8=CC=C(C=[N]48)C(F)(F)F)C(C)(C)C.Fc9cc(F)c(C%10=[N]5C=C(C=C%10)C(F)(F)F)c6c9 ([Ir(dFCF3ppy)2(dtbbpy)]PF6). Solvent: CN(C)C=O, CN(C)C=O, CN(C)C=O, CN(C)C=O, CN(C)C=O. Run at temperature 22 celsius, time 8 hour. The product is C#CCCC[C@H](C=O)CC(=O)c1ccc(C(F)(F)F)cc1, C#CCCC[C@@H](C=O)CC(=O)c1ccc(C(F)(F)F)cc1, O=C[C@@H](CCCC1=CN(c2ccc(C(=O)OC[C@H](Cc3ccccc3)NC(=O)OCC3c4ccccc4-c4ccccc43)cc2)[N+]=[N-]1)CC(=O)c1ccc(C(F)(F)F)cc1, O=C[C@H](CCCC1=CN(c2ccc(C(=O)OC[C@H](Cc3ccccc3)NC(=O)OCC3c4ccccc4-c4ccccc43)cc2)[N+]=[N-]1)CC(=O)c1ccc(C(F)(F)F)cc1. As a reaction SMILES: C#CCCCCC=O.FC(F)(F)c1ccc(C(=O)CBr)cc1>C1COCCN1.F[P](F)(F)(F)(F)F.CC(C)(C)C1=CC=[N@H]2C(=C1)C3=CC(=CC=[N@@H]3[Ir]2456c7cc(F)cc(F)c7C8=CC=C(C=[N]48)C(F)(F)F)C(C)(C)C.Fc9cc(F)c(C%10=[N]5C=C(C=C%10)C(F)(F)F)c6c9.CN(C)C=O.Cc1cccc(C)n1>C#CCCC[C@@H](C=O)CC(=O)c1ccc(C(F)(F)F)cc1.C#CCCC[C@H](C=O)CC(=O)c1ccc(C(F)(F)F)cc1. Starting materials: CCO, FC(F)(F)c1cc(Cl)nc(-c2cccnc2)n1, Cl, Nc1cccc(O)c1, O. Yields the product Cl, Oc1cccc(Nc2cc(C(F)(F)F)nc(-c3cccnc3)n2)c1. As a reaction SMILES: [CH2:27]([OH:28])[CH3:29].[Cl:1][c:2]1[n:3][c:4](-[c:12]2[cH:13][n:14][cH:15][cH:16][cH:17]2)[n:5][c:6]([C:8]([F:9])([F:10])[F:11])[cH:7]1.[ClH:26].[NH2:18][c:19]1[cH:20][cH:21][cH:22][c:23]([OH:24])[cH:25]1.[OH2:30]>>[ClH:1].[c:2]1([NH:18][c:19]2[cH:20][cH:21][cH:22][c:23]([OH:24])[cH:25]2)[n:3][c:4](-[c:12]2[cH:13][n:14][cH:15][cH:16][cH:17]2)[n:5][c:6]([C:8]([F:9])([F:10])[F:11])[cH:7]1. Starting materials: [Br-].C(=O)(O)CCCC[P+](C1=CC=CC=C1)(C1=CC=CC=C1)C1=CC=CC=C1 (4-carboxybutyltriphenylphosphonium bromide), C(CCC)OC1=CC=C(C=O)C=C1 (p-butoxybenzaldehyde). Run in C1CCOC1 (THF). Product: C(CCC)OC1=CC=C(C=C1)C=CCCCC(=O)O (6-(p-Butoxyphenyl)-5-hexenoic acid). The yield is 72.8%. Reaction SMILES: [Br-].[C:2]([CH2:5][CH2:6][CH2:7][CH2:8][P+](C1C=CC=CC=1)(C1C=CC=CC=1)C1C=CC=CC=1)([OH:4])=[O:3].[CH2:28]([O:32][C:33]1[CH:40]=[CH:39][C:36]([CH:37]=O)=[CH:35][CH:34]=1)[CH2:29][CH2:30][CH3:31]>C1COCC1>[CH2:28]([O:32][C:33]1[CH:40]=[CH:39][C:36]([CH:37]=[CH:8][CH2:7][CH2:6][CH2:5][C:2]([OH:4])=[O:3])=[CH:35][CH:34]=1)[CH2:29][CH2:30][CH3:31] |f:0.1|. Reported procedure: This compound was synthesized from 4-carboxybutyltriphenylphosphonium bromide (8.86 g, 20 mmol) and p-butoxybenzaldehyde (3.56 g, 20 mmol) in THF (100 mL) by a Wittig reaction. Crystallization (petroleum ether) afforded the product (3.82 g, 73%) as white crystals (mp: 56-57° C.). IR: 3350-2500, 1700 cm-1 ; 1H-NMR: 1.00 (t, 3H), 1.50 (m, 2H), 1.80 (m, 4H), 2.40 (m, 4H), 3.90 (t, 2H), 5.50+6.00 (m, 1H), 6.38 (q, 1H), 7.05 (q, 4H), 11.00 (bs, 1H). Anal. Calcd. for C16H22O3 : C, 73.25, H, 8.45%; Fou... Reactants: BrC1=CC=C2C(=NC=NC2=C1)Cl (7-bromo-4-chloroquinazoline), COC1=CC=C(CO)C=C1 (4-methoxybenzyl alcohol), [H-].[Na+] (sodium hydride). The solvent is C1(=CC=CC=C1)C (toluene), C1(=CC=CC=C1)C (toluene). Reaction conditions: time 1 hour. Product: BrC1=CC=C2C(=NC=NC2=C1)OCC1=CC=C(C=C1)OC (7-bromo-4-(4-methoxybenzyloxy)quinazoline). Yield: 34.5%. RXN SMILES: [CH3:1][O:2][C:3]1[CH:10]=[CH:9][C:6]([CH2:7][OH:8])=[CH:5][CH:4]=1.[H-].[Na+].[Br:13][C:14]1[CH:23]=[C:22]2[C:17]([C:18](Cl)=[N:19][CH:20]=[N:21]2)=[CH:16][CH:15]=1>C1(C)C=CC=CC=1>[Br:13][C:14]1[CH:23]=[C:22]2[C:17]([C:18]([O:8][CH2:7][C:6]3[CH:9]=[CH:10][C:3]([O:2][CH3:1])=[CH:4][CH:5]=3)=[N:19][CH:20]=[N:21]2)=[CH:16][CH:15]=1 |f:1.2|. Reported procedure: 226.0 g (01.64 mol) of 4-methoxybenzyl alcohol in 0.5 l of toluene were added dropwise to a suspension of 80.0 g (2.0 mol) of sodium hydride [60% in paraffin oil] in 3.0 l of toluene between 15° C. and 20° C. The mixture was subsequently stirred at room temperature for a further 1 h. 165.9 g (1.64 mol) of 7-bromo-4-chloroquinazoline were then added in portions, and the reaction mixture was stirred for 48 h. Conventional work-up gave 194.8 g of 7-bromo-4-(4-methoxybenzyloxy)quinazoline as solid. Starting materials: Cl (hydrochloric acid), COC(C1=CC(=C(C=C1)OCCCCCCCCCCCCCC)OCCCCCCCCCCCCCC)=O (3,4-Bis(tetradecyloxy)benzoic acid methyl ester), [OH-].[K+] (potassium hydroxide), O (water). Run in C(C)O (ethyl alcohol). Conditions: time 48 hour. Product: C(CCCCCCCCCCCCC)OC=1C=C(C(=O)O)C=CC1OCCCCCCCCCCCCCC (3,4-Bis(tetradecyloxy)benzoic acid). The yield is 100.2%. As a reaction SMILES: C[O:2][C:3](=[O:40])[C:4]1[CH:9]=[CH:8][C:7]([O:10][CH2:11][CH2:12][CH2:13][CH2:14][CH2:15][CH2:16][CH2:17][CH2:18][CH2:19][CH2:20][CH2:21][CH2:22][CH2:23][CH3:24])=[C:6]([O:25][CH2:26][CH2:27][CH2:28][CH2:29][CH2:30][CH2:31][CH2:32][CH2:33][CH2:34][CH2:35][CH2:36][CH2:37][CH2:38][CH3:39])[CH:5]=1.[OH-].[K+].O.Cl>C(O)C>[CH2:26]([O:25][C:6]1[CH:5]=[C:4]([CH:9]=[CH:8][C:7]=1[O:10][CH2:11][CH2:12][CH2:13][CH2:14][CH2:15][CH2:16][CH2:17][CH2:18][CH2:19][CH2:20][CH2:21][CH2:22][CH2:23][CH3:24])[C:3]([OH:40])=[O:2])[CH2:27][CH2:28][CH2:29][CH2:30][CH2:31][CH2:32][CH2:33][CH2:34][CH2:35][CH2:36][CH2:37][CH2:38][CH3:39] |f:1.2|. Procedure: A mixture of 35 g of product from Example 103, 7.5 g of potassium hydroxide, 30 ml of water and 500 ml of ethyl alcohol is heated at reflux for 24 hours. The reaction is then stirred at room temperature for 48 hours and acidified to pH 2 with concentrated hydrochloric acid. The mixture is concentrated in vacuo, diluted with water and extracted with chloroform. The combined organic layers are washed with saturated sodium chloride, dried and concentrated in vacuo to give 34.2 g of the desired prod... Starting materials: ClCC(=O)Cl (chloroacetyl chloride), S1C(SCCCC1)CNC1=C(C=CC=C1CC)CC (N-(1,3-Dithiepan-2-ylmethyl)-2,6-diethylaniline), C([O-])(O)=O.[Na+] (sodium bicarbonate), O1CCOCC1 (dioxane). Run in O (water), CCOCC (ether). Run at time 15 minute. Product: ClCC(=O)N(C1=C(C=CC=C1CC)CC)CC1SCCCCS1 (N-α-chloroacetyl-N-(1,3-dithiepan-2-ylmethyl)-2,6-diethylaniline). RXN SMILES: [S:1]1[CH2:7][CH2:6][CH2:5][CH2:4][S:3][CH:2]1[CH2:8][NH:9][C:10]1[C:15]([CH2:16][CH3:17])=[CH:14][CH:13]=[CH:12][C:11]=1[CH2:18][CH3:19].C(=O)(O)[O-].[Na+].O1CCOCC1.[Cl:31][CH2:32][C:33](Cl)=[O:34]>CCOCC.O>[Cl:31][CH2:32][C:33]([N:9]([CH2:8][CH:2]1[S:3][CH2:4][CH2:5][CH2:6][CH2:7][S:1]1)[C:10]1[C:15]([CH2:16][CH3:17])=[CH:14][CH:13]=[CH:12][C:11]=1[CH2:18][CH3:19])=[O:34] |f:1.2|. Reported procedure: N-(1,3-Dithiepan-2-ylmethyl)-2,6-diethylaniline (15 grams), sodium bicarbonate (10 grams), dioxane (30 ml) and water (5 ml) are charged into a glass reaction vessel equipped with a mechanical stirrer and thermometer. The mixture is cooled to a temperature of about 0°C and chloroacetyl chloride (7 grams) is added, with stirring, over a period of about 15 minutes. After the addition is completed stirring is continued for a period of about 1 hour. After this time ether (100 ml) is added to the mixt... Starting materials: C1(CC1)CN1CCC(CC1)C(=O)N1CC(C(C1)NC)C1=CC(=C(C=C1)Cl)Cl ((1-cyclopropylmethyl-piperidin-4-yl)-[(3SR,4RS)-3-(3,4-dichloro-phenyl)-4-methylamino-pyrrolidin-1-yl]-methanone), FC1=C(C=CC=C1F)CC(=O)O (2,3-difluorophenylacetic acid). Yields the product C1(CC1)CN1CCC(CC1)C(=O)N1CC(C(C1)C1=CC(=C(C=C1)Cl)Cl)N(C(CC1=C(C(=CC=C1)F)F)=O)C (N-[(3RS,4SR)-1-(1-cyclopropylmethyl-piperidine-4-carbonyl)-4-(3,4-dichloro-phenyl)-pyrrolidin-3-yl]-2-(2,3-difluoro-phenyl)-N-methyl-acetamide). As a reaction SMILES: [CH:1]1([CH2:4][N:5]2[CH2:10][CH2:9][CH:8]([C:11]([N:13]3[CH2:17][CH:16]([NH:18][CH3:19])[CH:15]([C:20]4[CH:25]=[CH:24][C:23]([Cl:26])=[C:22]([Cl:27])[CH:21]=4)[CH2:14]3)=[O:12])[CH2:7][CH2:6]2)[CH2:3][CH2:2]1.[F:28][C:29]1[C:34]([F:35])=[CH:33][CH:32]=[CH:31][C:30]=1[CH2:36][C:37]([OH:39])=O>>[CH:1]1([CH2:4][N:5]2[CH2:6][CH2:7][CH:8]([C:11]([N:13]3[CH2:14][CH:15]([C:20]4[CH:25]=[CH:24][C:23]([Cl:26])=[C:22]([Cl:27])[CH:21]=4)[CH:16]([N:18]([CH3:19])[C:37](=[O:39])[CH2:36][C:30]4[CH:31]=[CH:32][CH:33]=[C:34]([F:35])[C:29]=4[F:28])[CH2:17]3)=[O:12])[CH2:9][CH2:10]2)[CH2:3][CH2:2]1. Reported procedure: In analogy to the procedure described for the synthesis of example 87 (step c), the title compound N-[(3RS,4SR)-1-(1-cyclopropylmethyl-piperidine-4-carbonyl)-4-(3,4-dichloro-phenyl)-pyrrolidin-3-yl]-2-(2,3-difluoro-phenyl)-N-methyl-acetamide was prepared from (1-cyclopropylmethyl-piperidin-4-yl)-[(3SR,4RS)-3-(3,4-dichloro-phenyl)-4-methylamino-pyrrolidin-1-yl]-methanone instead of N-[(3RS,4SR)-4-(4-chloro-phenyl)-pyrrolidin-3-yl]-4-methoxy-N-methyl-3-trifluoromethyl-benzamide using 2,3-difluorop... Starting materials: BrC(Br)(Br)Br, ClCCl, CC(OC1CCC(CO)C1c1ccc(F)cc1)c1cc(C(F)(F)F)cc(C(F)(F)F)c1, c1ccc(P(c2ccccc2)c2ccccc2)cc1. The product is CC(OC1CCC(CBr)C1c1ccc(F)cc1)c1cc(C(F)(F)F)cc(C(F)(F)F)c1. Reaction SMILES: [C:51]([Br:52])([Br:53])([Br:54])[Br:55].[CH2:56]([Cl:57])[Cl:58].[F:1][C:2]([c:3]1[cH:4][c:5]([CH:13]([CH3:14])[O:15][CH:16]2[CH:17]([c:23]3[cH:24][cH:25][c:26]([F:29])[cH:27][cH:28]3)[CH:18]([CH2:21][OH:22])[CH2:19][CH2:20]2)[cH:6][c:7]([C:9]([F:10])([F:11])[F:12])[cH:8]1)([F:30])[F:31].[c:32]1([P:33]([c:34]2[cH:35][cH:36][cH:37][cH:38][cH:39]2)[c:40]2[cH:41][cH:42][cH:43][cH:44][cH:45]2)[cH:46][cH:47][cH:48][cH:49][cH:50]1>>[F:1][C:2]([c:3]1[cH:4][c:5]([CH:13]([CH3:14])[O:15][CH:16]2[CH:17]([c:23]3[cH:24][cH:25][c:26]([F:29])[cH:27][cH:28]3)[CH:18]([CH2:21][Br:52])[CH2:19][CH2:20]2)[cH:6][c:7]([C:9]([F:10])([F:11])[F:12])[cH:8]1)([F:30])[F:31].